Dataset: the Open Reaction Database (ORD), a public repository of structured organic reaction records. Task: describe an organic reaction: reactants, conditions, products, and yield Starting materials: C(CSCCO)O (thiodiglycol), Tween-20, CC(C)(C)CC(C)(C)C1=CC=C(C=C1)OCCOCCO (NP-40), CCCCCCCCCCCCOCCO (Brij-35), CCCCCCCCCCCCOS(=O)(=O)[O-].[Na+] (SDS), C[C@H](CCC(=O)NCCC[N+](C)(C)CC(CS(=O)(=O)[O-])O)[C@H]1CC[C@@H]2[C@@]1([C@H](C[C@H]3[C@H]2[C@@H](C[C@H]4[C@@]3(CC[C@H](C4)O)C)O)O)C (CHAPSO). The product is CCCCCCCCCCCCOS(=O)(=O)[O-].[Na+] (SDS), C[C@H](CCC(=O)O)[C@H]1CC[C@@H]2[C@@]1([C@H](C[C@H]3[C@H]2CC[C@H]4[C@@]3(CC[C@H](C4)O)C)O)C (de-oxycholate). RXN SMILES: C(O)CS[CH2:4][CH2:5][OH:6].CC(CC([C:16]1[CH:21]=[CH:20][C:19](OCCOCCO)=[CH:18][CH:17]=1)(C)C)(C)C.CCCCCCCCCCCC[O:41]CCO.[CH3:45][CH2:46][CH2:47][CH2:48][CH2:49][CH2:50][CH2:51][CH2:52][CH2:53][CH2:54][CH2:55][CH2:56][O:57][S:58]([O-:61])(=[O:60])=[O:59].[Na+:62].[CH3:63][C@@H:64]([C@@H:84]1[C@@:88]2(C)[C@@H:89]([OH:104])[CH2:90][C@@H:91]3[C@@:96]4([CH3:102])[CH2:97][CH2:98][C@@H](O)C[C@H:95]4C[C@@H](O)[C@H]3[C@@H:87]2CC1)[CH2:65][CH2:66][C:67](NCCC[N+](CC(O)CS([O-])(=O)=O)(C)C)=[O:68]>>[CH3:45][CH2:46][CH2:47][CH2:48][CH2:49][CH2:50][CH2:51][CH2:52][CH2:53][CH2:54][CH2:55][CH2:56][O:57][S:58]([O-:61])(=[O:60])=[O:59].[Na+:62].[CH3:63][C@@H:64]([C@@H:84]1[C@@:88]2([CH3:87])[C@@H:89]([OH:104])[CH2:90][C@@H:91]3[C@@:96]4([CH3:102])[CH2:97][CH2:98][C@@H:5]([OH:6])[CH2:4][C@H:95]4[CH2:18][CH2:17][C@H:16]3[C@@H:21]2[CH2:20][CH2:19]1)[CH2:65][CH2:66][C:67]([OH:68])=[O:41] |f:3.4,6.7|. Procedure details: The FIG. 7 shows the results. The samples were loaded on the gels in the following order (from left to right) lane-1 control sample, lane 2-3 thiodiglycol, lane 4-5 Tween-20, lane 6-7 NP-40, lane 8-9 Brij-35, lane 10 SDS, lane 11 CHAPSO, 12-13 Triton-X100, lane 14 CHAP and lane 15 control. The electrophoresis results shows (after a comparison of several typical runs) that, with exception of SDS and de-oxycholate treated protein samples, most protein samples containing detergent showed batch to b...